From a dataset of the Open Reaction Database (ORD), a public repository of structured organic reaction records. describe an organic reaction: reactants, conditions, products, and yield Procedure: 6.8 g of N-benzoylisobutyrylmethylamine, 1.56 g of 61% sodium hydride and 6.1 g of ethyl bromoacetate are treated in the same manner as described in Preparation 1-(5). 6.54 g of ethyl 3-benzoylamino-3-isobutyrylpropionate are thereby obtained. Yield: 67.7%. Yield: 67.8%. As a reaction SMILES: [C:1]([NH:9][CH2:10][C:11](=[O:15])[CH:12]([CH3:14])[CH3:13])(=[O:8])[C:2]1[CH:7]=[CH:6][CH:5]=[CH:4][CH:3]=1.[H-].[Na+].Br[CH2:19][C:20]([O:22][CH2:23][CH3:24])=[O:21]>>[C:1]([NH:9][CH:10]([C:11](=[O:15])[CH:12]([CH3:13])[CH3:14])[CH2:19][C:20]([O:22][CH2:23][CH3:24])=[O:21])(=[O:8])[C:2]1[CH:7]=[CH:6][CH:5]=[CH:4][CH:3]=1 |f:1.2|. Product: C(C1=CC=CC=C1)(=O)NC(CC(=O)OCC)C(C(C)C)=O (ethyl 3-benzoylamino-3-isobutyrylpropionate). Starting materials: C(C1=CC=CC=C1)(=O)NCC(C(C)C)=O (N-benzoylisobutyrylmethylamine), [H-].[Na+] (sodium hydride), BrCC(=O)OCC (ethyl bromoacetate). Reactants: [Al+3], COc1cc2c(c(Cl)c1Cl)C(=O)C(C)(C)C2, CCCCCCC, [Cl-], [Cl-], [Cl-]. Product: CC1(C)Cc2cc(O)c(Cl)c(Cl)c2C1=O. As a reaction SMILES: [Al+3:18].[CH3:1][C:2]1([CH3:16])[C:3](=[O:15])[c:4]2[c:5]([Cl:14])[c:6]([Cl:13])[c:7]([O:11][CH3:12])[cH:8][c:9]2[CH2:10]1.[CH3:21][CH2:22][CH2:23][CH2:24][CH2:25][CH2:26][CH3:27].[Cl-:17].[Cl-:19].[Cl-:20]>>[CH3:1][C:2]1([CH3:16])[C:3](=[O:15])[c:4]2[c:5]([Cl:14])[c:6]([Cl:13])[c:7]([OH:11])[cH:8][c:9]2[CH2:10]1. The reactants are COC(=O)c1ccccc1S(=O)(=O)N=C=O, Cc1cnc(N)c(=O)n1C, C1COCCO1. Yields the product COC(=O)c1ccccc1S(=O)(=O)NC(=O)Nc1ncc(C)n(C)c1=O. As a reaction SMILES: [CH3:1][O:2][C:3](=[O:4])[c:5]1[c:6]([S:11](=[O:12])(=[O:13])[N:14]=[C:15]=[O:16])[cH:7][cH:8][cH:9][cH:10]1.[NH2:17][c:18]1[c:19](=[O:26])[n:20]([CH3:25])[c:21]([CH3:24])[cH:22][n:23]1.[O:27]1[CH2:28][CH2:29][O:30][CH2:31][CH2:32]1>>[CH3:1][O:2][C:3](=[O:4])[c:5]1[c:6]([S:11](=[O:12])(=[O:13])[NH:14][C:15](=[O:16])[NH:17][c:18]2[c:19](=[O:26])[n:20]([CH3:25])[c:21]([CH3:24])[cH:22][n:23]2)[cH:7][cH:8][cH:9][cH:10]1.